describe an organic reaction: reactants, conditions, products, and yield From a dataset of the Open Reaction Database (ORD), a public repository of structured organic reaction records. Starting materials: BrCCBr, CN(C)C=O, [K], O=[N+]([O-])c1ccc(NS(=O)(=O)c2ccccc2)cc1. Yields the product O=[N+]([O-])c1ccc(N(CCBr)S(=O)(=O)c2ccccc2)cc1. RXN SMILES: [Br:1][CH2:2][CH2:3][Br:4].[CH3:25][N:26]([CH3:27])[CH:28]=[O:29].[K:5].[N+:6](=[O:7])([O-:8])[c:9]1[cH:10][cH:11][c:12]([NH:15][S:16](=[O:17])(=[O:18])[c:19]2[cH:20][cH:21][cH:22][cH:23][cH:24]2)[cH:13][cH:14]1>>[Br:1][CH2:2][CH2:3][N:15]([c:12]1[cH:11][cH:10][c:9]([N+:6](=[O:7])[O-:8])[cH:14][cH:13]1)[S:16](=[O:17])(=[O:18])[c:19]1[cH:20][cH:21][cH:22][cH:23][cH:24]1. The reactants are CC(C)(C)OC(=O)N1CCN2C(=O)c3c(cc(C#C[Si](C)(C)C)cc3C(F)(F)F)C2C1, O=C([O-])[O-], CCCC[Sn](CCCC)(CCCC)c1ccco1, CO, [K+], [K+]. The product is C#Cc1cc2c(c(C(F)(F)F)c1)C(=O)N1CCN(C(=O)OC(C)(C)C)CC21. Reaction SMILES: [C:1]([CH3:2])([CH3:3])([CH3:4])[O:5][C:6](=[O:7])[N:8]1[CH2:9][CH:10]2[N:11]([C:12](=[O:29])[c:13]3[c:14]([C:25]([F:26])([F:27])[F:28])[cH:15][c:16]([C:19]#[C:20][Si:21]([CH3:22])([CH3:23])[CH3:24])[cH:17][c:18]32)[CH2:30][CH2:31]1.[C:50](=[O:51])([O-:52])[O-:53].[CH2:32]([Sn:33]([CH2:34][CH2:35][CH2:36][CH3:37])([CH2:38][CH2:39][CH2:40][CH3:41])[c:42]1[o:43][cH:44][cH:45][cH:46]1)[CH2:47][CH2:48][CH3:49].[CH3:56][OH:57].[K+:54].[K+:55]>>[C:1]([CH3:2])([CH3:3])([CH3:4])[O:5][C:6](=[O:7])[N:8]1[CH2:9][CH:10]2[N:11]([C:12](=[O:29])[c:13]3[c:14]([C:25]([F:26])([F:27])[F:28])[cH:15][c:16]([C:19]#[CH:20])[cH:17][c:18]32)[CH2:30][CH2:31]1. The reactants are C(=O)NC=1SC=C(N1)C(C(=O)O)=NOCC(C)C (2-(2-Formamidothiazol-4-yl)-2-iso-butoxyiminoacetic acid), CN(C=O)C (N,N-dimethylformamide), P(=O)(Cl)(Cl)Cl (phosphoryl chloride), NC1[C@@H]2N(C(=CCS2)C(=O)OCC2=CC=C(C=C2)[N+](=O)[O-])C1=O (4-nitrobenzyl 7-amino-3-cephem-4-carboxylate). Solvent: O (water), CC(=O)C (acetone), O1CCCC1 (tetrahydrofuran). The product is C(=O)NC=1SC=C(N1)C(C(=O)NC1[C@@H]2N(C(=CCS2)C(=O)OCC2=CC=C(C=C2)[N+](=O)[O-])C1=O)=NOCC(C)C (4-nitrobenzyl 7-[2-(2-formamidothiazol-4-yl)-2-iso-butoxyiminoacetamido]-3-cephem-4-carboxylate). The yield is 91.0%. As a reaction SMILES: [CH:1]([NH:3][C:4]1[S:5][CH:6]=[C:7]([C:9](=[N:13][O:14][CH2:15][CH:16]([CH3:18])[CH3:17])[C:10]([OH:12])=O)[N:8]=1)=[O:2].CN(C)C=O.P(Cl)(Cl)(Cl)=O.[NH2:29][CH:30]1[C:50](=[O:51])[N:32]2[C:33]([C:37]([O:39][CH2:40][C:41]3[CH:46]=[CH:45][C:44]([N+:47]([O-:49])=[O:48])=[CH:43][CH:42]=3)=[O:38])=[CH:34][CH2:35][S:36][C@H:31]12>O.CC(C)=O.O1CCCC1>[CH:1]([NH:3][C:4]1[S:5][CH:6]=[C:7]([C:9](=[N:13][O:14][CH2:15][CH:16]([CH3:18])[CH3:17])[C:10]([NH:29][CH:30]2[C:50](=[O:51])[N:32]3[C:33]([C:37]([O:39][CH2:40][C:41]4[CH:42]=[CH:43][C:44]([N+:47]([O-:49])=[O:48])=[CH:45][CH:46]=4)=[O:38])=[CH:34][CH2:35][S:36][C@H:31]23)=[O:12])[N:8]=1)=[O:2]. Procedure details: 2-(2-Formamidothiazol-4-yl)-2-iso-butoxyiminoacetic acid (syn isomer, 6.48 g.), N,N-dimethylformamide (2.10 g.), phosphoryl chloride (4.40 g.), tetrahydrofuran (110 ml.), 4-nitrobenzyl 7-amino-3-cephem-4-carboxylate (8.23 g.), acetone (16 ml.) and water (16 ml.) were treated in a similar manner to that of Example 15-(1) to give 4-nitrobenzyl 7-[2-(2-formamidothiazol-4-yl)-2-iso-butoxyiminoacetamido]-3-cephem-4-carboxylate (syn isomer, 12.8 g.).